From a dataset of the Open Reaction Database (ORD), a public repository of structured organic reaction records. describe an organic reaction: reactants, conditions, products, and yield Reactants: [BH4-].[Na+] (sodium borohydride), C(C)(=O)C1=CC(=C(C=C1)NS(=O)(=O)C)C (N-(4-acetyl-2-methylphenyl) methanesulfonamide), CC(C)(C)[S@@](=O)N ((R)-(+)-2-methyl-2-propanesulfinamide). The reagents and catalysts are [O-]CC.[Ti+4].[O-]CC.[O-]CC.[O-]CC (titanium(IV) ethoxide). Solvent: O1CCCC1 (tetrahydrofuran), O1CCCC1 (tetrahydrofuran), O1CCCC1 (tetrahydrofuran). Conditions: temperature 70 celsius, time 5 hour. The product is C(C)(C)(C)[S@@](=O)N[C@H](C)C1=CC(=C(C=C1)NS(=O)(=O)C)C (N-[4-((1R)-1-{[(R)-TERT-BUTYLSULFINYL]AMINO}ETHYL)-2-METHYLPHENYL]METHANESULFONAMIDE). The yield is 45.5%. As a reaction SMILES: [C:1]([C:4]1[CH:9]=[CH:8][C:7]([NH:10][S:11]([CH3:14])(=[O:13])=[O:12])=[C:6]([CH3:15])[CH:5]=1)(=O)[CH3:2].[CH3:16][C:17]([S@:20]([NH2:22])=[O:21])([CH3:19])[CH3:18].[BH4-].[Na+]>O1CCCC1.[O-]CC.[Ti+4].[O-]CC.[O-]CC.[O-]CC>[C:17]([S@:20]([NH:22][C@@H:1]([C:4]1[CH:9]=[CH:8][C:7]([NH:10][S:11]([CH3:14])(=[O:13])=[O:12])=[C:6]([CH3:15])[CH:5]=1)[CH3:2])=[O:21])([CH3:19])([CH3:18])[CH3:16] |f:2.3,5.6.7.8.9|. Procedure details: To a solution of titanium(IV) ethoxide (1.32 g, 5.8 mol) and N-(4-acetyl-2-methylphenyl) methanesulfonamide (800 mg, 3.5 mmol) in tetrahydrofuran (20 mL) was added (R)-(+)-2-methyl-2-propanesulfinamide (423 mg, 350 mmol) under a nitrogen atmosphere and the mixture was heated at 70° C. for 16 hours. It was quenched with water and the resulting white precipitate was filtered off. The filtrate was partitioned between ethyl acetate and water. The organic layer was dried over sodium sulfate and conce... Starting materials: C=C[Sn](CCCC)(CCCC)CCCC, Cc1ccccc1, CCOC(C)=O, COC(=O)C1CC2CN1C(=O)C(C(C)C)Nc1nnc(o1)CCCCc1ccc3c(I)cnc(c3c1)O2, c1ccc(P(c2ccccc2)(c2ccccc2)[Pd](P(c2ccccc2)(c2ccccc2)c2ccccc2)(P(c2ccccc2)(c2ccccc2)c2ccccc2)P(c2ccccc2)(c2ccccc2)c2ccccc2)cc1. Product: C=Cc1cnc2c3cc(ccc13)CCCCc1nnc(o1)NC(C(C)C)C(=O)N1CC(CC1C(=O)OC)O2. RXN SMILES: [CH2:38]([CH2:39][CH2:51][CH3:52])[Sn:40]([CH2:41][CH2:42][CH2:43][CH3:44])([CH2:45][CH2:46][CH2:47][CH3:48])[CH:49]=[CH2:50].[CH3:53][c:54]1[cH:55][cH:56][cH:57][cH:58][cH:59]1.[CH3:60][CH2:61][O:62][C:63]([CH3:64])=[O:65].[I:1][c:2]1[c:3]2[cH:4][cH:5][c:6]3[cH:27][c:26]2[c:23]([n:24][cH:25]1)[O:22][CH:21]1[CH2:20][CH:19]([C:29](=[O:30])[O:31][CH3:32])[N:18]([C:17](=[O:33])[CH:16]([CH:34]([CH3:35])[CH3:36])[NH:15][c:14]2[n:13][n:12][c:11]([o:37]2)[CH2:10][CH2:9][CH2:8][CH2:7]3)[CH2:28]1.[cH:66]1[cH:67][cH:68][c:69]([P:70]([Pd:71]([P:72]([c:73]2[cH:74][cH:75][cH:76][cH:77][cH:78]2)([c:79]2[cH:80][cH:81][cH:82][cH:83][cH:84]2)[c:85]2[cH:86][cH:87][cH:88][cH:89][cH:90]2)([P:91]([c:92]2[cH:93][cH:94][cH:95][cH:96][cH:97]2)([c:98]2[cH:99][cH:100][cH:101][cH:102][cH:103]2)[c:104]2[cH:105][cH:106][cH:107][cH:108][cH:109]2)[P:110]([c:111]2[cH:112][cH:113][cH:114][cH:115][cH:116]2)([c:117]2[cH:118][cH:119][cH:120][cH:121][cH:122]2)[c:123]2[cH:124][cH:125][cH:126][cH:127][cH:128]2)([c:129]2[cH:130][cH:131][cH:132][cH:133][cH:134]2)[c:135]2[cH:136][cH:137][cH:138][cH:139][cH:140]2)[cH:141][cH:142]1>>[c:2]1([CH:38]=[CH2:39])[c:3]2[cH:4][cH:5][c:6]3[cH:27][c:26]2[c:23]([n:24][cH:25]1)[O:22][CH:21]1[CH2:20][CH:19]([C:29](=[O:30])[O:31][CH3:32])[N:18]([C:17](=[O:33])[CH:16]([CH:34]([CH3:35])[CH3:36])[NH:15][c:14]2[n:13][n:12][c:11]([o:37]2)[CH2:10][CH2:9][CH2:8][CH2:7]3)[CH2:28]1. Starting materials: [Br-], CC[Mg+], CCOCC, CCCCCCCCCc1ccc(O)cc1. The product is CCCCCCCCCc1ccc(O)c(C=O)c1. Reaction SMILES: [Br-:1].[CH2:2]([Mg+:3])[CH3:4].[CH3:21][CH2:22][O:23][CH2:24][CH3:25].[CH3:5][CH2:6][CH2:7][CH2:8][CH2:9][CH2:10][CH2:11][CH2:12][CH2:13][c:14]1[cH:15][cH:16][c:17]([OH:18])[cH:19][cH:20]1>>[CH3:5][CH2:6][CH2:7][CH2:8][CH2:9][CH2:10][CH2:11][CH2:12][CH2:13][c:14]1[cH:15][cH:16][c:17]([OH:18])[c:19]([CH:22]=[O:23])[cH:20]1. Reactants: [OH-].[Na+] (sodium hydroxide), OC1(CCN(CC1)CCC1=CC=C(C=C1)S(=O)(=O)C)CN(C1=CC=C(C(=O)OC)C=C1)C (methyl 4-({4-hydroxy-1-[2-(4-methanesulfonylphenyl)ethyl]piperidin-4-ylmethyl}methylamino)benzoate). Solvent: CO (methanol). Run at temperature 50 celsius. The product is OC1(CCN(CC1)CCC1=CC=C(C=C1)S(=O)(=O)C)CN(C1=CC=C(C(=O)O)C=C1)C (4-({4-hydroxy-1-[2-(4-methanesulfonylphenyl)ethyl]piperidin-4-ylmethyl}methylamino)benzoic acid). Isolated yield 88.6%. As a reaction SMILES: [OH-].[Na+].[OH:3][C:4]1([CH2:22][N:23]([CH3:34])[C:24]2[CH:33]=[CH:32][C:27]([C:28]([O:30]C)=[O:29])=[CH:26][CH:25]=2)[CH2:9][CH2:8][N:7]([CH2:10][CH2:11][C:12]2[CH:17]=[CH:16][C:15]([S:18]([CH3:21])(=[O:20])=[O:19])=[CH:14][CH:13]=2)[CH2:6][CH2:5]1>CO>[OH:3][C:4]1([CH2:22][N:23]([CH3:34])[C:24]2[CH:25]=[CH:26][C:27]([C:28]([OH:30])=[O:29])=[CH:32][CH:33]=2)[CH2:9][CH2:8][N:7]([CH2:10][CH2:11][C:12]2[CH:13]=[CH:14][C:15]([S:18]([CH3:21])(=[O:19])=[O:20])=[CH:16][CH:17]=2)[CH2:6][CH2:5]1 |f:0.1|. Reported procedure: An aqueous 2N sodium hydroxide solution (3.4 mL) was added to methanol (20 mL) solution of the compound (0.78 g) obtained in Step 2 and heated under reflux for three hours. The solvent was removed under reduced pressure and to the residue was added with ether and water to be separated. The aqueous layer was washed with ether and the remaining aqueous layer adjusted to pH 5 to 7 with 3N hydrochloric acid and stirred at 50° C. for thirty minutes. The precipitate was collected by filtration and was... The reactants are IC=1C=C(C=C2CN(C(C12)=O)CC1=CC=C(C=C1)OC(F)(F)F)OC(F)F (7-iodo-2-(4-trifluoromethoxy-benzyl)-5-difluoromethoxy-2,3-dihydro-isoindolone), CN(C)C=O (DMF). Reagents/catalysts: C1=CC=C(C=C1)P([C-]2C=CC=C2)C3=CC=CC=C3.C1=CC=C(C=C1)P([C-]2C=CC=C2)C3=CC=CC=C3.Cl[Pd]Cl.[Fe+2] (PdCl2(dppf)2), [Zn] (zinc), [C-]#N.[Zn+2].[C-]#N (zinc cyanide). Solvent: C(C)(=O)OCC (ethyl acetate). Conditions: temperature 150 celsius, time 1 hour. Product: FC(OC=1C=C(C=2C(N(CC2C1)CC1=CC=C(C=C1)OC(F)(F)F)=O)C#N)F (6-difluoromethoxy-3-oxo-2-(4-trifluoromethoxy-benzyl)-2,3-dihydro-1H-isoindole-4-carbonitrile). Isolated yield 20.0%. As a reaction SMILES: I[C:2]1[CH:3]=[C:4]([O:24][CH:25]([F:27])[F:26])[CH:5]=[C:6]2[C:10]=1[C:9](=[O:11])[N:8]([CH2:12][C:13]1[CH:18]=[CH:17][C:16]([O:19][C:20]([F:23])([F:22])[F:21])=[CH:15][CH:14]=1)[CH2:7]2.[CH3:28][N:29](C=O)C>C(OCC)(=O)C.C1C=CC(P(C2C=CC=CC=2)[C-]2C=CC=C2)=CC=1.C1C=CC(P(C2C=CC=CC=2)[C-]2C=CC=C2)=CC=1.Cl[Pd]Cl.[Fe+2].[Zn].[C-]#N.[Zn+2].[C-]#N>[F:26][CH:25]([F:27])[O:24][C:4]1[CH:3]=[C:2]([C:28]#[N:29])[C:10]2[C:9](=[O:11])[N:8]([CH2:12][C:13]3[CH:18]=[CH:17][C:16]([O:19][C:20]([F:23])([F:22])[F:21])=[CH:15][CH:14]=3)[CH2:7][C:6]=2[CH:5]=1 |f:3.4.5.6,8.9.10|. Reported procedure: A mixture of 7-iodo-2-(4-trifluoromethoxy-benzyl)-5-difluoromethoxy-2,3-dihydro-isoindolone (0.125 g, 0.25 mmol), PdCl2(dppf)2 (0.009 g, 0.012 mmol), zinc (0.002 g, 0.03 mmol), zinc cyanide (0.035 g, 0.3 mmol) and DMF (3 mL) was stirred at 150° C. for 1 h. The reaction mixture was cooled to room temperature, dissolved in ethyl acetate (50 mL) and washed with water. Combined organic layer was dried (MgSO4), filtered and concentrated. Silica gel column chromatography using 10:1 hexane-ethyl acetat... The reactants are N1CCC(CC1)C(=O)O (4-piperidine carboxylic acid), C(=O)O (formic acid). Run in C=O (formaldehyde). Yields the product CN1CCC(CC1)C(=O)O (1-methyl-piperidine-4-carboxylic acid). Isolated yield 18.0%. As a reaction SMILES: [NH:1]1[CH2:6][CH2:5][CH:4]([C:7]([OH:9])=[O:8])[CH2:3][CH2:2]1.[CH:10](O)=O>C=O>[CH3:10][N:1]1[CH2:6][CH2:5][CH:4]([C:7]([OH:9])=[O:8])[CH2:3][CH2:2]1. Procedure: A solution of 4-piperidine carboxylic acid (1.0 g, 7.75 mmol) in a mixture of 90% formic acid (3 mL) and 37% formaldehyde solution (2 mL) was heated at reflux for 20 h. The volatiles were removed in vacuo and conc. HCl added to the residue. The reaction mixture was extracted with dichloromethane and washed with brine solution. The organic layer was dried over sodium sulfate, filtered and dried to afford 1-methyl-piperidine-4-carboxylic acid (0.20 g, 18%).